The task is: describe an organic reaction: reactants, conditions, products, and yield. This data is from the Open Reaction Database (ORD), a public repository of structured organic reaction records. Reactants: [Si](C)(C)(C(C)(C)C)OC=1C=C(C=CC1C)NC(=O)NCC=1C=C2CN(C(C2=CC1)=O)C1C(NC(CC1)=O)=O (1-(3-(tert-butyldimethylsilyloxy)-4-methylphenyl)-3-((2-(2,6-dioxopiperidin-3-yl)-1-oxoisoindolin-5-yl)methyl)urea), [F-].[Cs+] (cesium fluoride). Solvent: CN(C)C=O (DMF), O (water). Conditions: temperature 70 celsius. Yields the product O=C1NC(CCC1N1C(C2=CC=C(C=C2C1)CNC(=O)NC1=CC(=C(C=C1)C)O)=O)=O (1-((2-(2,6-dioxopiperidin-3-yl)-1-oxoisoindolin-5-yl)methyl)-3-(3-hydroxy-4-methylphenyl)urea). Reaction SMILES: [Si]([O:8][C:9]1[CH:10]=[C:11]([NH:16][C:17]([NH:19][CH2:20][C:21]2[CH:22]=[C:23]3[C:27](=[CH:28][CH:29]=2)[C:26](=[O:30])[N:25]([CH:31]2[CH2:36][CH2:35][C:34](=[O:37])[NH:33][C:32]2=[O:38])[CH2:24]3)=[O:18])[CH:12]=[CH:13][C:14]=1[CH3:15])(C(C)(C)C)(C)C.[F-].[Cs+]>CN(C=O)C.O>[O:38]=[C:32]1[CH:31]([N:25]2[CH2:24][C:23]3[C:27](=[CH:28][CH:29]=[C:21]([CH2:20][NH:19][C:17]([NH:16][C:11]4[CH:12]=[CH:13][C:14]([CH3:15])=[C:9]([OH:8])[CH:10]=4)=[O:18])[CH:22]=3)[C:26]2=[O:30])[CH2:36][CH2:35][C:34](=[O:37])[NH:33]1 |f:1.2|. Reported procedure: A mixture of 1-(3-(tert-butyldimethylsilyloxy)-4-methylphenyl)-3-((2-(2,6-dioxopiperidin-3-yl)-1-oxoisoindolin-5-yl)methyl)urea (0.54 g, 1.0 mmol) and cesium fluoride (0.15 g, 1.0 mmol) in DMF (10 mL) is heated to 70° C. for 8 hrs. The mixture is cooled and diluted with water (10 mL). The solid precipitate is filtered, rinsed with water (10 mL), and dried under vacuum to provide the product. Reactants: N1C(=CC2=CC=CC=C12)C(=O)Cl (indole-2-carbonyl chloride), ClC1=NN=C2N1C1=C(C(=NC2)C2=C(C=CC=C2)Cl)C=C(S1)CC (9-Chloro-4-(2-chlorophenyl)-2-ethyl-6H-thieno[3,2-f] [1,2,4]triazolo[4,3-a] [1,4]diazepine), Cl (hydrochloric acid), C(O)([O-])=O.[Na+] (Sodium hydrogencarbonate). Run in C(Cl)(Cl)Cl (Chloroform). Reaction conditions: time 0.5 hour. The product is ClC1=NN=C(N1C=1SC(=CC1C(C1=C(C=CC=C1)Cl)=O)CC)CNC(=O)C=1NC2=CC=CC=C2C1 (N-(3-chloro-4-(3-(2-chlorobenzoyl)-5-ethylthiophen-2-yl) [1,2,4]triazol-5-ylmethyl)indole-2-carboxamide). RXN SMILES: [Cl:1][C:2]1[N:6]2[C:7]3[S:21][C:20]([CH2:22][CH3:23])=[CH:19][C:8]=3[C:9]([C:12]3[CH:17]=[CH:16][CH:15]=[CH:14][C:13]=3[Cl:18])=[N:10][CH2:11][C:5]2=[N:4][N:3]=1.Cl.C(=O)([O-])[OH:26].[Na+].[NH:30]1[C:38]2[C:33](=[CH:34][CH:35]=[CH:36][CH:37]=2)[CH:32]=[C:31]1[C:39](Cl)=[O:40]>C(Cl)(Cl)Cl>[Cl:1][C:2]1[N:6]([C:7]2[S:21][C:20]([CH2:22][CH3:23])=[CH:19][C:8]=2[C:9](=[O:26])[C:12]2[CH:17]=[CH:16][CH:15]=[CH:14][C:13]=2[Cl:18])[C:5]([CH2:11][NH:10][C:39]([C:31]2[NH:30][C:38]3[C:33]([CH:32]=2)=[CH:34][CH:35]=[CH:36][CH:37]=3)=[O:40])=[N:4][N:3]=1 |f:2.3|. Procedure: 9-Chloro-4-(2-chlorophenyl)-2-ethyl-6H-thieno[3,2-f] [1,2,4]triazolo[4,3-a] [1,4]diazepine (0.5 g) was stirred with 2M hydrochloric acid (12.5 ml) at 60° C. for 2.5 hours. The reaction mixture was cooled to room temperature. Sodium hydrogencarbonate was added to make the reaction mixture alkaline. Chloroform and indole-2-carbonyl chloride (0.33 g) were added, and the mixture was stirred for 0.5 hour. The organic layer was washed with saturated brine and dried over magnesium sulfate. The solvent ... The reactants are O (water), COC1=CC=C(CN2C3=C(N([C@H]4[C@@H](C2=O)CCC4)C(CN4C(C=2C(C4=O)=CC=CC2)=O)=O)C=CC=C3)C=C1 ((3aR*,10aS*)-9-(4-methoxybenzyl)-4-(phthalimidoacetyl)-2,3,3a,4,9,10a-hexahydrobenzo[b]cyclopenta[e][1,4]diazepin-10(1H)-one), [N+](=O)([O-])[O-].[Ce+4].[NH4+].[N+](=O)([O-])[O-].[N+](=O)([O-])[O-].[N+](=O)([O-])[O-].[N+](=O)([O-])[O-] (ammonium cerium (IV) nitrate), O (water). The yield is 50.0%. The solvent is C(Cl)(Cl)Cl (chloroform), C(C)#N (acetonitrile). Run at time 10 minute. RXN SMILES: COC1C=CC(C[N:8]2[C:14](=[O:15])[C@H:13]3[CH2:16][CH2:17][CH2:18][C@H:12]3[N:11]([C:19](=[O:32])[CH2:20][N:21]3[C:25](=[O:26])[C:24]4=[CH:27][CH:28]=[CH:29][CH:30]=[C:23]4[C:22]3=[O:31])[C:10]3[CH:33]=[CH:34][CH:35]=[CH:36][C:9]2=3)=CC=1.[N+]([O-])([O-])=O.[Ce+4].[NH4+].[N+]([O-])([O-])=O.[N+]([O-])([O-])=O.[N+]([O-])([O-])=O.[N+]([O-])([O-])=O.O>C(Cl)(Cl)Cl.C(#N)C>[C:22]1(=[O:31])[N:21]([CH2:20][C:19]([N:11]2[C@@H:12]3[CH2:18][CH2:17][CH2:16][C@@H:13]3[C:14](=[O:15])[NH:8][C:9]3[CH:36]=[CH:35][CH:34]=[CH:33][C:10]2=3)=[O:32])[C:25](=[O:26])[C:24]2=[CH:27][CH:28]=[CH:29][CH:30]=[C:23]12 |f:1.2.3.4.5.6.7|. Procedure: To a solution of (3aR*,10aS*)-9-(4-methoxybenzyl)-4-(phthalimidoacetyl)-2,3,3a,4,9,10a-hexahydrobenzo[b]cyclopenta[e][1,4]diazepin-10(1H)-one (9.89 g, 19 mmol) in chloroform (150 mL) was added a solution of ammonium cerium (IV) nitrate (31.3 g, 57 mmol) and water (5 mL) in acetonitrile (150 mL), and the mixture was stirred for 10 minutes at room temperature. The reaction mixture was poured into water (300 mL), which was subjected to extraction twice with chloroform. Organic layers were combined,... Product: C1(C=2C(C(N1CC(=O)N1C3=C(NC([C@@H]4[C@H]1CCC4)=O)C=CC=C3)=O)=CC=CC2)=O ((3aR*,10aS*)-4-(Phthalimidoacetyl)-2,3,3a,4,9,10a-hexahydrobenzo[b]cyclopenta[e][1,4]-diazepin-10(1H)-one). Reactants: CC(C)[Mg+], [Cl-], [Cl-], ClCCl, [NH4+], Oc1ccc2c(c1)OCCC2, C1CCOC1, O=C1C(=O)N(C(c2ccccc2)c2ccccc2)c2ccccc21. The product is O=C1N(C(c2ccccc2)c2ccccc2)c2ccccc2C1(O)c1cc2c(cc1O)OCCC2. RXN SMILES: [CH:13]([Mg+:14])([CH3:15])[CH3:16].[Cl-:12].[Cl-:49].[Cl:46][CH2:47][Cl:48].[NH4+:50].[O:1]1[CH2:2][CH2:3][CH2:4][c:5]2[cH:6][cH:7][c:8]([OH:11])[cH:9][c:10]21.[O:41]1[CH2:42][CH2:43][CH2:44][CH2:45]1.[c:17]1([CH:23]([N:24]2[C:25](=[O:34])[C:26](=[O:33])[c:27]3[cH:28][cH:29][cH:30][cH:31][c:32]32)[c:35]2[cH:36][cH:37][cH:38][cH:39][cH:40]2)[cH:18][cH:19][cH:20][cH:21][cH:22]1>>[O:1]1[CH2:2][CH2:3][CH2:4][c:5]2[cH:6][c:7]([C:26]3([OH:33])[C:25](=[O:34])[N:24]([CH:23]([c:17]4[cH:18][cH:19][cH:20][cH:21][cH:22]4)[c:35]4[cH:36][cH:37][cH:38][cH:39][cH:40]4)[c:32]4[c:27]3[cH:28][cH:29][cH:30][cH:31]4)[c:8]([OH:11])[cH:9][c:10]21.